Dataset: the Open Reaction Database (ORD), a public repository of structured organic reaction records. Task: describe an organic reaction: reactants, conditions, products, and yield The reactants are C1(=CC=CC=C1)C(=O)C(O)C1=CC=CC=C1.C1(=CC=CC=C1)OC1=CC=CC=C1 (benzoin phenyl ether), [OH-].[Na+] (sodium hydroxide), CI (methyl iodide). Run in CS(=O)C (DMSO). Yields the product C1(=CC=CC=C1)OC(C(C1=CC=CC=C1)=O)(C1=CC=CC=C1)C (α-methyl-benzoin phenyl ether). Isolated yield 82.9%. Reaction SMILES: [C:1]1([C:7]([CH:9]([C:11]2[CH:16]=[CH:15][CH:14]=[CH:13][CH:12]=2)[OH:10])=[O:8])[CH:6]=[CH:5][CH:4]=[CH:3][CH:2]=1.[C:17]1(OC2C=CC=CC=2)[CH:22]=[CH:21][CH:20]=[CH:19][CH:18]=1.[OH-].[Na+].[CH3:32]I>CS(C)=O>[C:17]1([O:8][C:7]([CH3:32])([C:1]2[CH:2]=[CH:3][CH:4]=[CH:5][CH:6]=2)[C:9](=[O:10])[C:11]2[CH:16]=[CH:15][CH:14]=[CH:13][CH:12]=2)[CH:22]=[CH:21][CH:20]=[CH:19][CH:18]=1 |f:0.1,2.3|. Procedure: 18 g benzoin-phenyl ether are reacted in 200 ml DMSO with 25 g of a 10% by weight aqueous sodium hydroxide solution and 11.8 g methyl iodide at 20°C. After working up and filtering through silica gel/benzene, there are obtained, besides 6.2 g of educt, 11.8 g α-methyl-benzoin phenyl ether of m.p. 91.5°C (ethanol). Reactants: CC(C)O, CC(C)=O, CC(CCO)n1nnc(-c2cccc(Cl)c2)n1, O, O=S(=O)(O)O. The product is CC(CC(=O)O)n1nnc(-c2cccc(Cl)c2)n1. RXN SMILES: [CH3:24][CH:25]([CH3:26])[OH:27].[CH3:28][C:29](=[O:30])[CH3:31].[Cl:7][c:8]1[cH:9][c:10](-[c:14]2[n:15][n:16][n:17]([CH:19]([CH2:20][CH2:21][OH:22])[CH3:23])[n:18]2)[cH:11][cH:12][cH:13]1.[OH2:1].[S:2](=[O:3])(=[O:4])([OH:5])[OH:6]>>[Cl:7][c:8]1[cH:9][c:10](-[c:14]2[n:15][n:16][n:17]([CH:19]([CH2:20][C:21](=[O:22])[OH:27])[CH3:23])[n:18]2)[cH:11][cH:12][cH:13]1. Starting materials: COc1ccc(CCl)cc1, [H-], O=C1CCc2ccccc2N1, [Na+], CN(C)C=O. Yields the product COc1ccc(CN2C(=O)CCc3ccccc32)cc1. Reaction SMILES: [CH3:14][O:15][c:16]1[cH:17][cH:18][c:19]([CH2:20][Cl:21])[cH:22][cH:23]1.[H-:13].[NH:1]1[C:2](=[O:11])[CH2:3][CH2:4][c:5]2[cH:6][cH:7][cH:8][cH:9][c:10]21.[Na+:12].[O:24]=[CH:25][N:26]([CH3:27])[CH3:28]>>[N:1]1([CH2:20][c:19]2[cH:18][cH:17][c:16]([O:15][CH3:14])[cH:23][cH:22]2)[C:2](=[O:11])[CH2:3][CH2:4][c:5]2[cH:6][cH:7][cH:8][cH:9][c:10]21. The reactants are C(=O)(N1C=NC=C1)N1C=NC=C1 (1,1'-carbonyldiimidazole), FC(C1=CC=C(OC2CNC2)C=C1)(F)F (3-[4-(trifluoromethyl)phenoxy]azetidine). Run in O (water), C1=CC=CC=C1 (benzene), O1CCCC1 (tetrahydrofuran). Reaction conditions: time 6 hour. Yields the product FC(C1=CC=C(OC2CN(C2)C(=O)N2C=NC=C2)C=C1)(F)F (1-[3-[4-(Trifluoromethyl)phenoxy]-1-azetidinylcarbonyl]-1H-imidazole). Isolated yield 45.0%. RXN SMILES: [C:1]([N:8]1[CH:12]=[CH:11]N=[CH:9]1)([N:3]1[CH:7]=[CH:6][N:5]=[CH:4]1)=[O:2].[F:13][C:14]([F:27])([F:26])[C:15]1[CH:25]=[CH:24][C:18]([O:19]C2CNC2)=[CH:17][CH:16]=1>O1CCCC1.O.C1C=CC=CC=1>[F:13][C:14]([F:26])([F:27])[C:15]1[CH:25]=[CH:24][C:18]([O:19][CH:11]2[CH2:9][N:8]([C:1]([N:3]3[CH:7]=[CH:6][N:5]=[CH:4]3)=[O:2])[CH2:12]2)=[CH:17][CH:16]=1. Procedure: A mixture of 1.7 g (0.01 mole) 1,1'-carbonyldiimidazole in 50 ml of tetrahydrofuran and 3 g (0.015 mole of 3-[4-(trifluoromethyl)phenoxy]azetidine was stirred for 6 hr. The reaction mixture was diluted with water and extracted with 3×50 ml of methylene chloride. The extracts upon concentrating in vacuo gave an amber residue which was dissolved in 20 ml of benzene and washed with dilute hydrochloric acid, then washed with water. The benzene portion was concentrated to give a semi-solid residue wh... Reactants: CCOCCn1c(N2CCCNCC2)nc2ccccc21, COc1cc(C(=O)N2CCCC(CCOS(C)(=O)=O)(c3ccc(Cl)c(Cl)c3)C2)cc(OC)c1OC, CC#N, CCN(C(C)C)C(C)C. Product: CCOCCn1c(N2CCCN(CCC3(c4ccc(Cl)c(Cl)c4)CCCN(C(=O)c4cc(OC)c(OC)c(OC)c4)C3)CC2)nc2ccccc21. RXN SMILES: [CH2:36]([CH3:37])[O:38][CH2:39][CH2:40][n:41]1[c:42]([N:50]2[CH2:51][CH2:52][NH:53][CH2:54][CH2:55][CH2:56]2)[n:43][c:44]2[c:45]1[cH:46][cH:47][cH:48][cH:49]2.[CH3:1][O:2][c:3]1[cH:4][c:5]([C:6](=[O:7])[N:8]2[CH2:9][C:10]([CH2:14][CH2:15][O:16][S:17]([CH3:18])(=[O:19])=[O:20])([c:21]3[cH:22][c:23]([Cl:28])[c:24]([Cl:27])[cH:25][cH:26]3)[CH2:11][CH2:12][CH2:13]2)[cH:29][c:30]([O:34][CH3:35])[c:31]1[O:32][CH3:33].[CH3:66][C:67]#[N:68].[CH:57]([N:58]([CH2:59][CH3:60])[CH:61]([CH3:62])[CH3:63])([CH3:64])[CH3:65]>>[CH3:1][O:2][c:3]1[cH:4][c:5]([C:6](=[O:7])[N:8]2[CH2:9][C:10]([CH2:14][CH2:15][N:53]3[CH2:52][CH2:51][N:50]([c:42]4[n:41]([CH2:40][CH2:39][O:38][CH2:36][CH3:37])[c:45]5[c:44]([n:43]4)[cH:49][cH:48][cH:47][cH:46]5)[CH2:56][CH2:55][CH2:54]3)([c:21]3[cH:22][c:23]([Cl:28])[c:24]([Cl:27])[cH:25][cH:26]3)[CH2:11][CH2:12][CH2:13]2)[cH:29][c:30]([O:34][CH3:35])[c:31]1[O:32][CH3:33]. Starting materials: O=C(OCc1ccccc1)N1CCC(O)CC1, C1CCOC1, Cc1nc2cc(OC3CCN(C(=O)OC(C)(C)C)CC3)c(O)cc2n1Cc1ccc(C#N)c2ccccc12, CCOC(=O)N=NC(=O)OCC, c1ccc(P(c2ccccc2)c2ccccc2)cc1. Yields the product Cc1nc2cc(OC3CCN(C(=O)OC(C)(C)C)CC3)c(OC3CCN(C(=O)OCc4ccccc4)CC3)cc2n1Cc1ccc(C#N)c2ccccc12. As a reaction SMILES: [CH2:39]([c:40]1[cH:41][cH:42][cH:43][cH:44][cH:45]1)[O:46][C:47](=[O:48])[N:49]1[CH2:50][CH2:51][CH:52]([OH:55])[CH2:53][CH2:54]1.[CH2:87]1[O:88][CH2:89][CH2:90][CH2:91]1.[CH3:1][c:2]1[n:3][c:4]2[c:5]([n:6]1[CH2:7][c:8]1[cH:9][cH:10][c:11]([C:18]#[N:19])[c:12]3[cH:13][cH:14][cH:15][cH:16][c:17]13)[cH:20][c:21]([OH:38])[c:22]([O:24][CH:25]1[CH2:26][CH2:27][N:28]([C:31](=[O:32])[O:33][C:34]([CH3:35])([CH3:36])[CH3:37])[CH2:29][CH2:30]1)[cH:23]2.[O:75]=[C:76]([O:77][CH2:78][CH3:79])[N:80]=[N:81][C:82]([O:83][CH2:84][CH3:85])=[O:86].[c:56]1([P:57]([c:58]2[cH:59][cH:60][cH:61][cH:62][cH:63]2)[c:64]2[cH:65][cH:66][cH:67][cH:68][cH:69]2)[cH:70][cH:71][cH:72][cH:73][cH:74]1>>[CH3:1][c:2]1[n:3][c:4]2[c:5]([n:6]1[CH2:7][c:8]1[cH:9][cH:10][c:11]([C:18]#[N:19])[c:12]3[cH:13][cH:14][cH:15][cH:16][c:17]13)[cH:20][c:21]([O:38][CH:52]1[CH2:51][CH2:50][N:49]([C:47]([O:46][CH2:39][c:40]3[cH:41][cH:42][cH:43][cH:44][cH:45]3)=[O:48])[CH2:54][CH2:53]1)[c:22]([O:24][CH:25]1[CH2:26][CH2:27][N:28]([C:31](=[O:32])[O:33][C:34]([CH3:35])([CH3:36])[CH3:37])[CH2:29][CH2:30]1)[cH:23]2. Yields the product CN(C)c1ccc(CNc2ncc(Br)c(Nc3cc(C4CC4)[nH]n3)n2)cc1. The reactants are Clc1ncc(Br)c(Nc2cc(C3CC3)[nH]n2)n1, CCCCO, CN(C)c1ccc(CN)cc1, CCOC(C)=O. RXN SMILES: [Br:1][c:2]1[c:3]([NH:9][c:10]2[n:11][nH:12][c:13]([CH:15]3[CH2:16][CH2:17]3)[cH:14]2)[n:4][c:5]([Cl:8])[n:6][cH:7]1.[CH2:29]([OH:30])[CH2:31][CH2:32][CH3:33].[CH3:18][N:19]([c:20]1[cH:21][cH:22][c:23]([CH2:24][NH2:25])[cH:26][cH:27]1)[CH3:28].[CH3:34][CH2:35][O:36][C:37](=[O:38])[CH3:39]>>[Br:1][c:2]1[c:3]([NH:9][c:10]2[n:11][nH:12][c:13]([CH:15]3[CH2:16][CH2:17]3)[cH:14]2)[n:4][c:5]([NH:25][CH2:24][c:23]2[cH:22][cH:21][c:20]([N:19]([CH3:18])[CH3:28])[cH:27][cH:26]2)[n:6][cH:7]1.